Dataset: the Open Reaction Database (ORD), a public repository of structured organic reaction records. Task: describe an organic reaction: reactants, conditions, products, and yield Starting materials: ClC1=CC=C2C=CC(=NC2=C1)C=CC=1C=C(C=CC1)C(SCCC(=O)OC)SCCC(=O)OC (dimethyl 5-(3-(2-(7-chloroquinolin-2-yl)ethenyl)phenyl)-4,6-dithianonanedioate), [OH-].[Li+] (lithium hydroxide), O (H2O). Solvent: COCCOC (1,2-dimethoxyethane). Conditions: time 8 hour. Product: ClC1=CC=C2C=CC(=NC2=C1)C=CC=1C=C(C=CC1)C(SCCC(=O)O)SCCC(=O)O (5-(3-(2-(7-CHLOROQUINOLIN-2-YL)ETHENYL)PHENYL)-4,6-DITHIANONANEDIOIC ACID). Reaction SMILES: [Cl:1][C:2]1[CH:11]=[C:10]2[C:5]([CH:6]=[CH:7][C:8]([CH:12]=[CH:13][C:14]3[CH:15]=[C:16]([CH:20]([S:28][CH2:29][CH2:30][C:31]([O:33]C)=[O:32])[S:21][CH2:22][CH2:23][C:24]([O:26]C)=[O:25])[CH:17]=[CH:18][CH:19]=3)=[N:9]2)=[CH:4][CH:3]=1.[OH-].[Li+].O>COCCOC>[Cl:1][C:2]1[CH:11]=[C:10]2[C:5]([CH:6]=[CH:7][C:8]([CH:12]=[CH:13][C:14]3[CH:15]=[C:16]([CH:20]([S:28][CH2:29][CH2:30][C:31]([OH:33])=[O:32])[S:21][CH2:22][CH2:23][C:24]([OH:26])=[O:25])[CH:17]=[CH:18][CH:19]=3)=[N:9]2)=[CH:4][CH:3]=1 |f:1.2|. Procedure: To a solution of dimethyl ester (Step 2) (1.7 g) in 1,2-dimethoxyethane (60 ml ) was added lithium hydroxide (10 ml of 2N). The reaction mixture was stirred overnight at room temperature. H2O (100 ml) was added and the 1,2-dimethoxyethane was removed under vacuo. The solution was extracted with ethylacetate (300 ml). The aqueous phase was acidified to pH 3, extracted with ethylacetate (200 ml), dried and evaporated. Flash chromatography of the residue using 5% EtOH in CH2Cl2 with 1% of acetic ac... Starting materials: NC1=CC=CC2=C1C(C=C(O2)C2=CC=C(C=C2)N)=O (5-amino-2-(4-aminophenyl)-4H-1-benzopyran-4-one), A-374789, ClN1C(CCC1=O)=O (N-chlorosuccinimide). The solvent is O1CCOCC1 (dioxane). Product: NC1=C(C=CC2=C1C(C=C(O2)C2=CC=C(C=C2)N)=O)Cl (5-Amino-2-(4-aminophenyl)-6-chloro-4H-1-benzopyran-4-one). The yield is 18.3%. Reaction SMILES: [NH2:1][C:2]1[C:7]2[C:8](=[O:19])[CH:9]=[C:10]([C:12]3[CH:17]=[CH:16][C:15]([NH2:18])=[CH:14][CH:13]=3)[O:11][C:6]=2[CH:5]=[CH:4][CH:3]=1.[Cl:20]N1C(=O)CCC1=O>O1CCOCC1>[NH2:1][C:2]1[C:7]2[C:8](=[O:19])[CH:9]=[C:10]([C:12]3[CH:17]=[CH:16][C:15]([NH2:18])=[CH:14][CH:13]=3)[O:11][C:6]=2[CH:5]=[CH:4][C:3]=1[Cl:20]. Reported procedure: 2.0 g (7.93 mmol) of 5-amino-2-(4-aminophenyl)-4H-1-benzopyran-4-one (EP-A-374789) was dissolved in 50 ml of dioxane, 1.06 g (7.93 mmol) of N-chlorosuccinimide was added and the mixture was stirred under heating at reflux for 19 hours. The reaction solution was concentrated under reduced pressure, and the residue was extracted with ethyl acetate. The extract was washed with an aqueous saturated solution of sodium chloride and dried over anhydrous sodium sulfate. The ethyl acetate layer was conce... Reactants: C(C)C1=CC=C(CN)C=C1 (4-ethyl-benzyl amine), COC(C1=C(C=C(C=C1I)F)CBr)=O (2-bromomethyl-4-fluoro-6-iodo-benzoic acid methyl ester), C(=O)([O-])[O-].[K+].[K+] (K2CO3). Yield: 46.6%. Procedure: A mixture of 4-ethyl-benzyl amine (1.3 mmol), 2-bromomethyl-4-fluoro-6-iodo-benzoic acid methyl ester (0.374 g, 1.0 mmol), and K2CO3 (0.277 g, 2 mmol) in toluene (4 mL) was heated with stirring at 100° C. for 2 h. The resulting mixture was filtered and concentrated. Silica gel column chromatography using 30% ethyl acetate in hexane afforded 5-fluoro-7-iodo-2-(4-ethyl-benzyl)-2,3-dihydro-isoindol-1-one (0.184 g, 47%). 1H NMR (300 MHz, CDCl3): δ (ppm) 1.20 (t, 3H), 2.65 (q, 2H), 4.16 (s, 2H), 4.74... Run in C1(=CC=CC=C1)C (toluene). Yields the product FC=1C=C2CN(C(C2=C(C1)I)=O)CC1=CC=C(C=C1)CC (5-fluoro-7-iodo-2-(4-ethyl-benzyl)-2,3-dihydro-isoindol-1-one). Reaction conditions: temperature 100 celsius, time 2 hour. As a reaction SMILES: [CH2:1]([C:3]1[CH:10]=[CH:9][C:6]([CH2:7][NH2:8])=[CH:5][CH:4]=1)[CH3:2].C[O:12][C:13](=O)[C:14]1[C:19]([I:20])=[CH:18][C:17]([F:21])=[CH:16][C:15]=1[CH2:22]Br.C([O-])([O-])=O.[K+].[K+]>C1(C)C=CC=CC=1>[F:21][C:17]1[CH:16]=[C:15]2[C:14](=[C:19]([I:20])[CH:18]=1)[C:13](=[O:12])[N:8]([CH2:7][C:6]1[CH:9]=[CH:10][C:3]([CH2:1][CH3:2])=[CH:4][CH:5]=1)[CH2:22]2 |f:2.3.4|. The reactants are ClC1=CC=C(C=C1)CCCC(O)C1=CC=C(C=C1)O[Si](C1=CC=CC=C1)(C1=CC=CC=C1)C(C)(C)C (4-(4-chlorophenyl)-1-(4-t-butyldiphenylsiloxy phenyl)butanol), [F-].C(CCC)[N+](CCCC)(CCCC)CCCC (tetrabutylammonium fluoride). Procedure details: To a solution of silyl alcohol (Step V) (1.2 g) in THF (10 mL) and acetic acid (0.3 mL) was added tetrabutylammonium fluoride (3 mL of 1M solution). The reaction mixture was stirred 2 hrs, quenched with pH 7 buffer, extracted with ethyl acetate and the organic extract dried and evaporated. Flash chromatography using 25% ethyl acetate/hexane afforded the title compound. Run at time 2 hour. As a reaction SMILES: [Cl:1][C:2]1[CH:7]=[CH:6][C:5]([CH2:8][CH2:9][CH2:10][CH:11]([C:13]2[CH:18]=[CH:17][C:16]([O:19][Si](C(C)(C)C)(C3C=CC=CC=3)C3C=CC=CC=3)=[CH:15][CH:14]=2)[OH:12])=[CH:4][CH:3]=1.[F-].C([N+](CCCC)(CCCC)CCCC)CCC>C1COCC1.C(O)(=O)C>[Cl:1][C:2]1[CH:7]=[CH:6][C:5]([CH2:8][CH2:9][CH2:10][CH:11]([C:13]2[CH:14]=[CH:15][C:16]([OH:19])=[CH:17][CH:18]=2)[OH:12])=[CH:4][CH:3]=1 |f:1.2|. Yields the product ClC1=CC=C(C=C1)CCCC(O)C1=CC=C(C=C1)O (4-(4-(4-chlorophenyl)-1-hydroxybutyl)phenol). Solvent: C1CCOC1 (THF), C(C)(=O)O (acetic acid). The reactants are CCCCCC(O)C=CC1C(O)CC2OC(C(Br)CCCC(=O)OC)CC21, CCO. Product: CCCCCC(O)CCC1C(O)CC2OC(C(Br)CCCC(=O)OC)CC21. Reaction SMILES: [CH3:1][O:2][C:3]([CH2:4][CH2:5][CH2:6][CH:7]([CH:8]1[CH2:9][CH:10]2[CH:11]([CH2:12][CH:13]([OH:24])[CH:14]2[CH:15]=[CH:16][CH:17]([CH2:18][CH2:19][CH2:20][CH2:21][CH3:22])[OH:23])[O:25]1)[Br:26])=[O:27].[CH3:28][CH2:29][OH:30]>>[CH3:1][O:2][C:3]([CH2:4][CH2:5][CH2:6][CH:7]([CH:8]1[CH2:9][CH:10]2[CH:11]([CH2:12][CH:13]([OH:24])[CH:14]2[CH2:15][CH2:16][CH:17]([CH2:18][CH2:19][CH2:20][CH2:21][CH3:22])[OH:23])[O:25]1)[Br:26])=[O:27]. Starting materials: CCOC(=O)COc1cc(F)ccc1C(=S)NCc1cccc([N+](=O)[O-])c1, CCO, [Na+], [OH-]. Product: O=C(O)COc1cc(F)ccc1C(=S)NCc1cccc([N+](=O)[O-])c1. Reaction SMILES: [CH2:1]([CH3:2])[O:3][C:4]([CH2:5][O:6][c:7]1[c:8]([C:14]([NH:15][CH2:16][c:17]2[cH:18][c:19]([N+:23](=[O:24])[O-:25])[cH:20][cH:21][cH:22]2)=[S:26])[cH:9][cH:10][c:11]([F:13])[cH:12]1)=[O:27].[CH3:30][CH2:31][OH:32].[Na+:29].[OH-:28]>>[O:3]=[C:4]([CH2:5][O:6][c:7]1[c:8]([C:14]([NH:15][CH2:16][c:17]2[cH:18][c:19]([N+:23](=[O:24])[O-:25])[cH:20][cH:21][cH:22]2)=[S:26])[cH:9][cH:10][c:11]([F:13])[cH:12]1)[OH:27]. Solvent: CN(C)C=O (DMF). Product: CC1=NN(C(=C1)C)C1=CC=CC=C1 (3,5-dimethyl-1-phenyl-1H-pyrazole). Procedure details: Operating protocol A (110° C., 54 hours) was followed using 117 mg of Chxn-Py-Al (0.4 mmoles), 336 μl of iodobenzene (3 mmoles), 192 mg of 3,5-dimethylpyrazole (2 mmoles) and 1.2 ml of DMF. The degree of transformation and selectivity for 5-dimethyl-1-phenyl-1H-pyrazole were 100%. RXN SMILES: I[C:2]1[CH:7]=[CH:6][CH:5]=[CH:4][CH:3]=1.[CH3:8][C:9]1[CH:13]=[C:12]([CH3:14])[NH:11][N:10]=1>CN(C=O)C>[CH3:8][C:9]1[CH:13]=[C:12]([CH3:14])[N:11]([C:2]2[CH:7]=[CH:6][CH:5]=[CH:4][CH:3]=2)[N:10]=1. Starting materials: Chxn-Py-Al, 5-dimethyl-1-phenyl-1H-pyrazole, IC1=CC=CC=C1 (iodobenzene), CC1=NNC(=C1)C (3,5-dimethylpyrazole). Reactants: COCCOc1nc(C(=O)O)ccc1N1CC(F)(F)C1, CC(C)CC(N)C(N)=O. Yields the product COCCOc1nc(C(=O)NC(CC(C)C)C(N)=O)ccc1N1CC(F)(F)C1. As a reaction SMILES: [F:1][C:2]1([F:20])[CH2:3][N:4]([c:6]2[cH:7][cH:8][c:9]([C:17](=[O:18])[OH:19])[n:10][c:11]2[O:12][CH2:13][CH2:14][O:15][CH3:16])[CH2:5]1.[NH2:21][CH:22]([C:23](=[O:24])[NH2:25])[CH2:26][CH:27]([CH3:28])[CH3:29]>>[F:1][C:2]1([F:20])[CH2:3][N:4]([c:6]2[cH:7][cH:8][c:9]([C:17](=[O:19])[NH:21][CH:22]([C:23](=[O:24])[NH2:25])[CH2:26][CH:27]([CH3:28])[CH3:29])[n:10][c:11]2[O:12][CH2:13][CH2:14][O:15][CH3:16])[CH2:5]1. Starting materials: CN1CCC(Nc2nc3ccccc3[nH]2)CC1, CN(C)C=O, ClCc1cnccn1, [H-], [Na+], O. The product is CN1CCC(Nc2nc3ccccc3n2Cc2cnccn2)CC1. RXN SMILES: [CH3:1][N:2]1[CH2:3][CH2:4][CH:5]([NH:8][c:9]2[n:10][c:11]3[c:12]([nH:13]2)[cH:14][cH:15][cH:16][cH:17]3)[CH2:6][CH2:7]1.[CH3:29][N:30]([CH3:31])[CH:32]=[O:33].[Cl:20][CH2:21][c:22]1[n:23][cH:24][cH:25][n:26][cH:27]1.[H-:18].[Na+:19].[OH2:28]>>[CH3:1][N:2]1[CH2:3][CH2:4][CH:5]([NH:8][c:9]2[n:10]([CH2:21][c:22]3[n:23][cH:24][cH:25][n:26][cH:27]3)[c:11]3[c:12]([n:13]2)[cH:14][cH:15][cH:16][cH:17]3)[CH2:6][CH2:7]1.